From a dataset of the Open Reaction Database (ORD), a public repository of structured organic reaction records. describe an organic reaction: reactants, conditions, products, and yield The reactants are O=C(n1ccnc1)n1ccnc1, CCOC(C)=O, CO, CN(CCCCN)CCC(c1ccc(Cl)cc1)c1ccccn1, NCCCOc1cccc(CN2CCCCC2)c1. Yields the product CN(CCCCNC(=O)NCCCOc1cccc(CN2CCCCC2)c1)CCC(c1ccc(Cl)cc1)c1ccccn1. RXN SMILES: [C:24](=[O:25])([n:26]1[cH:27][cH:28][n:29][cH:30]1)[n:31]1[cH:32][cH:33][n:34][cH:35]1.[C:56]([O:57][CH2:58][CH3:59])(=[O:60])[CH3:61].[CH3:54][OH:55].[Cl:1][c:2]1[cH:3][cH:4][c:5]([CH:8]([CH2:9][CH2:10][N:11]([CH2:12][CH2:13][CH2:14][CH2:15][NH2:16])[CH3:17])[c:18]2[n:19][cH:20][cH:21][cH:22][cH:23]2)[cH:6][cH:7]1.[N:36]1([CH2:42][c:43]2[cH:44][c:45]([O:46][CH2:47][CH2:48][CH2:49][NH2:50])[cH:51][cH:52][cH:53]2)[CH2:37][CH2:38][CH2:39][CH2:40][CH2:41]1>>[Cl:1][c:2]1[cH:3][cH:4][c:5]([CH:8]([CH2:9][CH2:10][N:11]([CH2:12][CH2:13][CH2:14][CH2:15][NH:16][C:24](=[O:25])[NH:50][CH2:49][CH2:48][CH2:47][O:46][c:45]2[cH:44][c:43]([CH2:42][N:36]3[CH2:37][CH2:38][CH2:39][CH2:40][CH2:41]3)[cH:53][cH:52][cH:51]2)[CH3:17])[c:18]2[n:19][cH:20][cH:21][cH:22][cH:23]2)[cH:6][cH:7]1.